From a dataset of the Open Reaction Database (ORD), a public repository of structured organic reaction records. describe an organic reaction: reactants, conditions, products, and yield The reactants are C[Si](C)(C)Cl (trimethylsilyl chloride), O.N (ammonia water), C=C1[C@@H](O[C@@H]([C@H]1O)CO)N1C(=O)N=C(N)C=C1 (2'-Deoxy-2'-methylidenecytidine), C(CCCCCCCCC)(=O)Cl (decanoyl chloride). Solvent: N1=CC=CC=C1 (pyridine), O (water). Reaction conditions: time 5 minute. The product is C=C1[C@@H](O[C@@H]([C@H]1O)CO)N1C(=O)N=C(NC(CCCCCCCCC)=O)C=C1 (2'-DEOXY-2'-METHYLIDENE-N4 -DECANOYLCYTIDINE). The yield is 45.6%. As a reaction SMILES: [CH2:1]=[C:2]1[C@H:6]([OH:7])[C@@H:5]([CH2:8][OH:9])[O:4][C@H:3]1[N:10]1[CH:17]=[CH:16][C:14]([NH2:15])=[N:13][C:11]1=[O:12].C[Si](Cl)(C)C.[C:23](Cl)(=[O:33])[CH2:24][CH2:25][CH2:26][CH2:27][CH2:28][CH2:29][CH2:30][CH2:31][CH3:32].O.N>N1C=CC=CC=1.O>[CH2:1]=[C:2]1[C@H:6]([OH:7])[C@@H:5]([CH2:8][OH:9])[O:4][C@H:3]1[N:10]1[CH:17]=[CH:16][C:14]([NH:15][C:23](=[O:33])[CH2:24][CH2:25][CH2:26][CH2:27][CH2:28][CH2:29][CH2:30][CH2:31][CH3:32])=[N:13][C:11]1=[O:12] |f:3.4|. Reported procedure: 2'-Deoxy-2'-methylidenecytidine, 239 mg, was dissolved in 5 ml of pyridine, and to the solution was added dropwise 0.63 ml of trimethylsilyl chloride under ice cooling. The mixture was stirred at room temperature for 5 minutes and then 0.83 ml of decanoyl chloride was added dropwise to the mixture under ice cooling, followed by stirring at room temperature for 2 hours. After the reaction, 2 ml of water was added to the reaction solution, stirring was conducted at room temperature for 5 minutes, ...